From a dataset of the Open Reaction Database (ORD), a public repository of structured organic reaction records. describe an organic reaction: reactants, conditions, products, and yield The reactants are O1C(OCCC1)C=1C=CC(=NC1)C1=CC2=NC=CC(=C2S1)OC1=C(C=C(N)C=C1)F (4-(2-(5-(1,3-dioxan-2-yl)pyridin-2-yl)thieno[3,2-b]pyridin-7-yloxy)-3-fluoroaniline), [N-]=C=S (isothiocyanate), FC1=CC=C(C=C1)CC(=O)N=C=S (2-(4-fluorophenyl)acetyl isothiocyanate). The solvent is C1(=CC=CC=C1)C (toluene), C(C)O (ethanol), C(C)(=O)O (acetic acid), C(C)O.C1(=CC=CC=C1)C (ethanol toluene), C1(=CC=CC=C1)C (toluene), C(C)O (ethanol). Run at time 30 minute. Yields the product FC=1C=C(C=CC1OC1=C2C(=NC=C1)C=C(S2)C2=NC=C(C=C2)C=O)NC(=S)NC(CC2=CC=C(C=C2)F)=O (N-(3-Fluoro-4-(2-(5-formylpyridin-2-yl)thieno[3,2-b]pyridin-7-yloxy)phenylcarbamothioyl)-2-(4-fluorophenyl)acetamide). The yield is 65.3%. RXN SMILES: [F:1][C:2]1[CH:7]=[CH:6][C:5]([CH2:8][C:9]([N:11]=[C:12]=[S:13])=[O:10])=[CH:4][CH:3]=1.[O:14]1CCCO[CH:15]1[C:20]1[CH:21]=[CH:22][C:23]([C:26]2[S:34][C:33]3[C:28](=[N:29][CH:30]=[CH:31][C:32]=3[O:35][C:36]3[CH:42]=[CH:41][C:39]([NH2:40])=[CH:38][C:37]=3[F:43])[CH:27]=2)=[N:24][CH:25]=1.[N-]=C=S>C1(C)C=CC=CC=1.C(O)C.C(O)C.C1(C)C=CC=CC=1.C(O)(=O)C>[F:43][C:37]1[CH:38]=[C:39]([NH:40][C:12]([NH:11][C:9](=[O:10])[CH2:8][C:5]2[CH:4]=[CH:3][C:2]([F:1])=[CH:7][CH:6]=2)=[S:13])[CH:41]=[CH:42][C:36]=1[O:35][C:32]1[CH:31]=[CH:30][N:29]=[C:28]2[CH:27]=[C:26]([C:23]3[CH:22]=[CH:21][C:20]([CH:15]=[O:14])=[CH:25][N:24]=3)[S:34][C:33]=12 |f:5.6|. Procedure details: To a solution of 2 (5.27 g, 27.0 mmol) in toluene (50.0 mL) and ethanol (50.0 mL) was added a suspension of intermediate 31 (9.52 g, 22.5 mmol) in toluene (20 mL) and ethanol (20 mL) over 30 min. After few minutes, more of isothiocyanate (1 g) in ethanol/toluene (5 mL/5 mL) mixture was added over 1 min. The reaction mixture was stirred at r.t. for an additional 30 min and concentrated under reduced pressure. The residue was triturated with toluene (70 mL), filtered and washed with toluene (20 mL... Reactants: BrC1=CC=C(C=C1)NN=C(N)C1=C(C=CC=C1F)Cl (N′-(4-bromophenyl)-2-chloro-6-fluorobenzenecarbo hydrazonamide), N1=CC=CC=C1 (pyridine), C(=O)(Cl)Cl (phosgene). The solvent is C(Cl)(Cl)Cl (CHCl3). Reaction conditions: temperature 2.5 celsius, time 2.5 hour. The product is BrC1=CC=C(C=C1)N1N=C(NC1=O)C1=C(C=CC=C1F)Cl (2-(4-bromophenyl)-5-(2-chloro-6-fluorophenyl)-2,4-dihydro-3H-1,2,4-triazol-3-one). As a reaction SMILES: [Br:1][C:2]1[CH:7]=[CH:6][C:5]([NH:8][N:9]=[C:10]([C:12]2[C:17]([F:18])=[CH:16][CH:15]=[CH:14][C:13]=2[Cl:19])[NH2:11])=[CH:4][CH:3]=1.N1C=CC=CC=1.[C:26](Cl)(Cl)=[O:27]>C(Cl)(Cl)Cl>[Br:1][C:2]1[CH:3]=[CH:4][C:5]([N:8]2[C:26](=[O:27])[NH:11][C:10]([C:12]3[C:17]([F:18])=[CH:16][CH:15]=[CH:14][C:13]=3[Cl:19])=[N:9]2)=[CH:6][CH:7]=1. Procedure: To a cold solution of N′-(4-bromophenyl)-2-chloro-6-fluorobenzenecarbo hydrazonamide (0.050 g, 0.146 mmol) in CHCl3 was added pyridine (0.5 mL) and phosgene (1.0 mL) at 0-5° C. The reaction mass was stirred at 0-5° C. for 2-3 h. The reaction mass was quenched in water, neutralized with dilute acetic acid and extracted with DCM. The organic layer was dried over anhydrous sodium sulphate and concentrated. The obtained crude product was purified with column chromatography on silica gel eluting with... Reactants: ClCCNCCCl, Cl, CCOC(=O)c1cccc(N)c1, Cc1ccccc1C. The product is CCOC(=O)c1cccc(N2CCNCC2)c1. Reaction SMILES: [Cl:14][CH2:15][CH2:16][NH:17][CH2:18][CH2:19][Cl:20].[ClH:13].[NH2:1][c:2]1[cH:3][c:4]([C:5](=[O:6])[O:7][CH2:8][CH3:9])[cH:10][cH:11][cH:12]1.[c:21]1([CH3:22])[c:23]([CH3:24])[cH:25][cH:26][cH:27][cH:28]1>>[N:1]1([c:2]2[cH:3][c:4]([C:5](=[O:6])[O:7][CH2:8][CH3:9])[cH:10][cH:11][cH:12]2)[CH2:15][CH2:16][NH:17][CH2:18][CH2:19]1. Starting materials: BrC=1C(=CN=C2C=CC(=NC12)OC)F (8-bromo-7-fluoro-2-(methyloxy)-1,5-naphthyridine), OC1C(CC2(C1)CCNCC2)NC(OC(C)(C)C)=O (1,1-dimethylethyl (3-hydroxy-8-azaspiro[4.5]dec-2-yl)carbamate), C1=CC=C(C=C1)P(C2=CC=CC=C2)C3=C(C4=CC=CC=C4C=C3)C5=C(C=CC6=CC=CC=C65)P(C7=CC=CC=C7)C8=CC=CC=C8 (rac-Binap), C(=O)([O-])[O-].[Cs+].[Cs+] (Cs2CO3). Reagents/catalysts: C=1C=CC(=CC1)/C=C/C(=O)/C=C/C2=CC=CC=C2.C=1C=CC(=CC1)/C=C/C(=O)/C=C/C2=CC=CC=C2.C=1C=CC(=CC1)/C=C/C(=O)/C=C/C2=CC=CC=C2.[Pd].[Pd] (Pd2dba3). Solvent: O1CCOCC1 (dioxane). Reaction conditions: temperature 100 celsius, time 15 minute. The product is FC=1C=NC2=CC=C(N=C2C1N1CCC2(C[C@H]([C@H](C2)NC(OC(C)(C)C)=O)O)CC1)OC ((±)-1,1-dimethylethyl {(2S,3R)-8-[3-fluoro-6-(methyloxy)-1,5-naphthyridin-4-yl]-3-hydroxy-8-azaspiro[4.5]dec-2-yl}carbamate). The yield is 10.5%. As a reaction SMILES: Br[C:2]1[C:3]([F:14])=[CH:4][N:5]=[C:6]2[C:11]=1[N:10]=[C:9]([O:12][CH3:13])[CH:8]=[CH:7]2.[OH:15][CH:16]1[CH2:20][C:19]2([CH2:25][CH2:24][NH:23][CH2:22][CH2:21]2)[CH2:18][CH:17]1[NH:26][C:27](=[O:33])[O:28][C:29]([CH3:32])([CH3:31])[CH3:30].C1C=CC(P(C2C=CC3C(=CC=CC=3)C=2C2C3C(=CC=CC=3)C=CC=2P(C2C=CC=CC=2)C2C=CC=CC=2)C2C=CC=CC=2)=CC=1.C([O-])([O-])=O.[Cs+].[Cs+]>O1CCOCC1.C1C=CC(/C=C/C(/C=C/C2C=CC=CC=2)=O)=CC=1.C1C=CC(/C=C/C(/C=C/C2C=CC=CC=2)=O)=CC=1.C1C=CC(/C=C/C(/C=C/C2C=CC=CC=2)=O)=CC=1.[Pd].[Pd]>[F:14][C:3]1[CH:4]=[N:5][C:6]2[C:11]([C:2]=1[N:23]1[CH2:22][CH2:21][C:19]3([CH2:18][C@H:17]([NH:26][C:27](=[O:33])[O:28][C:29]([CH3:32])([CH3:30])[CH3:31])[C@H:16]([OH:15])[CH2:20]3)[CH2:25][CH2:24]1)=[N:10][C:9]([O:12][CH3:13])=[CH:8][CH:7]=2 |f:3.4.5,7.8.9.10.11|. Procedure details: In a sealed tube, 8-bromo-7-fluoro-2-(methyloxy)-1,5-naphthyridine (500 mg, 1.96 mmol), 1,1-dimethylethyl (3-hydroxy-8-azaspiro[4.5]dec-2-yl)carbamate (530 mg, 1.96 mmol) [prepared according to Example 1], Pd2dba3 (121 mg, 0.117 mmol), rac-Binap (73 mg, 0.117 mmol), Cs2CO3 (1.30 g, 4.11 mmol) and 18-C-6 (52 mg, 0.196 mmol) in dioxane (20 mL) were combined and flushed with N2. After 15 min, the tube was sealed and heated to 100° C. while stirring rapidly. After 12 h, the solution was filtered, co... The reactants are CCO, [Cl-], Cc1nc(Cl)sc1-c1ccc([N+](=O)[O-])cc1, Cl, [In], [NH4+]. The product is Cc1nc(Cl)sc1-c1ccc(N)cc1. Reaction SMILES: [CH3:20][CH2:21][OH:22].[Cl-:2].[Cl:4][c:5]1[s:6][c:7](-[c:11]2[cH:12][cH:13][c:14]([N+:17]([O-:18])=[O:19])[cH:15][cH:16]2)[c:8]([CH3:10])[n:9]1.[ClH:23].[In:1].[NH4+:3]>>[Cl:4][c:5]1[s:6][c:7](-[c:11]2[cH:12][cH:13][c:14]([NH2:17])[cH:15][cH:16]2)[c:8]([CH3:10])[n:9]1. Reactants: COC1=CC=C(C2=C1N=C(S2)NC(=O)C=2SC(=CC2)C)I (5-methyl-thiophene-2-carboxylic acid (4-methoxy-7-iodo-benzothiazol-2-yl)-amide), C[Sn](C=1C=C(C=CC1)N)(C)C (3-trimethylstannanyl-phenylamine). Yields the product NC=1C=C(C=CC1)C1=CC=C(C=2N=C(SC21)NC(=O)C=2SC(=CC2)C)OC (5-Methyl-thiophene-2-carboxylic acid [7-(3-amino-phenyl)-4-methoxy-benzothiazol-2-yl]-amide). The yield is 56.0%. As a reaction SMILES: [CH3:1][O:2][C:3]1[C:8]2[N:9]=[C:10]([NH:12][C:13]([C:15]3[S:16][C:17]([CH3:20])=[CH:18][CH:19]=3)=[O:14])[S:11][C:7]=2[C:6](I)=[CH:5][CH:4]=1.C[Sn](C)(C)[C:24]1[CH:25]=[C:26]([NH2:30])[CH:27]=[CH:28][CH:29]=1>>[NH2:30][C:26]1[CH:25]=[C:24]([C:6]2[C:7]3[S:11][C:10]([NH:12][C:13]([C:15]4[S:16][C:17]([CH3:20])=[CH:18][CH:19]=4)=[O:14])=[N:9][C:8]=3[C:3]([O:2][CH3:1])=[CH:4][CH:5]=2)[CH:29]=[CH:28][CH:27]=1. Procedure details: 5-Methyl-thiophene-2-carboxylic acid [7-(3-amino-phenyl)-4-methoxy-benzothiazol-2-yl]-amide is synthesized from 5-methyl-thiophene-2-carboxylic acid (4-methoxy-7-iodo-benzothiazol-2-yl)-amide (300 mg, 0.70 mmol) and 3-trimethylstannanyl-phenylamine (291 mg, 1.14 mmol) using the general procedure B as a light brown solid in 56% yield. MS: m/e=396 (M+H+).